From a dataset of the Open Reaction Database (ORD), a public repository of structured organic reaction records. describe an organic reaction: reactants, conditions, products, and yield Reactants: ClC1=C(C(=NC2=CC=C(C=C12)C(O)C1=CN=C(N1C)C)OC)CC1=CC=C(C=C1)C(F)(F)F ((4-chloro-2-methoxy-3-(4-(trifluoromethyl)benzyl)quinolin-6-yl)(1,2-dimethyl-1H-imidazol-5-yl)methanol), Intermediate 8, O1CCOCC1 (1,4-dioxane). Reagents/catalysts: [O-2].[O-2].[Mn+4] (manganese dioxide). The solvent is C1CCOC1 (THF). Run at temperature 45 celsius, time 60 minute. The product is ClC1=C(C(=NC2=CC=C(C=C12)C(=O)C1=CN=C(N1C)C)OC)CC1=CC=C(C=C1)C(F)(F)F ((4-Chloro-2-methoxy-3-(4-(trifluoromethyl)benzyl)quinolin-6-yl)(1,2-dimethyl-1H-imidazol-5-yl)methanone). As a reaction SMILES: [Cl:1][C:2]1[C:11]2[C:6](=[CH:7][CH:8]=[C:9]([CH:12]([C:14]3[N:18]([CH3:19])[C:17]([CH3:20])=[N:16][CH:15]=3)[OH:13])[CH:10]=2)[N:5]=[C:4]([O:21][CH3:22])[C:3]=1[CH2:23][C:24]1[CH:29]=[CH:28][C:27]([C:30]([F:33])([F:32])[F:31])=[CH:26][CH:25]=1.O1CCOCC1>[O-2].[O-2].[Mn+4].C1COCC1>[Cl:1][C:2]1[C:11]2[C:6](=[CH:7][CH:8]=[C:9]([C:12]([C:14]3[N:18]([CH3:19])[C:17]([CH3:20])=[N:16][CH:15]=3)=[O:13])[CH:10]=2)[N:5]=[C:4]([O:21][CH3:22])[C:3]=1[CH2:23][C:24]1[CH:25]=[CH:26][C:27]([C:30]([F:32])([F:31])[F:33])=[CH:28][CH:29]=1 |f:2.3.4|. Procedure: To a flask containing (4-chloro-2-methoxy-3-(4-(trifluoromethyl)benzyl)quinolin-6-yl)(1,2-dimethyl-1H-imidazol-5-yl)methanol (1.68 g, 3.53 mmol, Intermediate 8: step a) was added 1,4-dioxane (75 mL) and THF (10 mL) which produced a suspension at room temperature. Warming to 45° C. formed a homogeneous solution. Then, manganese dioxide (1.5 g, 17.25 mmol) was introduced and the mixture was heated to 80° C. After 60 minutes, the contents were filtered through a Celite® pad, rinsing with THF, and t...